From a dataset of the Open Reaction Database (ORD), a public repository of structured organic reaction records. describe an organic reaction: reactants, conditions, products, and yield Procedure: Aqueous 1N NaOH (0.500 ml, 0.500 mmol) was added to a stirred solution of methyl 4-(8-cyclopropyl-2-{[6-(1-methyl-1H-pyrazol-4-yl)-4-oxospiro[chroman-2,4′-piperidin]-1′-yl]carbonyl}quinolin-4-yl)benzoate (160 mg, 0.255 mmol) in THF (1 ml)-MeOH (1 ml) and the mixture was stirred at room temperature overnight. Aqueous 1N HCl (0.5 ml) was added to the mixture and the solvent was evaporated under reduced pressure. The residue was suspended in CHCl3-MeOH (8:2) and the mixture stirred for 1 h. at room... Product: C1(CC1)C=1C=CC=C2C(=CC(=NC12)C(=O)N1CCC2(CC1)OC1=CC=C(C=C1C(C2)=O)C=2C=NN(C2)C)C2=CC=C(C(=O)O)C=C2 (4-(8-Cyclopropyl-2-{[6-(1-methyl-1H-pyrazol-4-yl)-4-oxospiro[chroman-2,4′-piperidin]-1′-yl]carbonyl}quinolin-4-yl)benzoic acid). Run at time 8 hour. RXN SMILES: [OH-].[Na+].[CH:3]1([C:6]2[CH:7]=[CH:8][CH:9]=[C:10]3[C:15]=2[N:14]=[C:13]([C:16]([N:18]2[CH2:23][CH2:22][C:21]4([CH2:32][C:31](=[O:33])[C:30]5[C:25](=[CH:26][CH:27]=[C:28]([C:34]6[CH:35]=[N:36][N:37]([CH3:39])[CH:38]=6)[CH:29]=5)[O:24]4)[CH2:20][CH2:19]2)=[O:17])[CH:12]=[C:11]3[C:40]2[CH:49]=[CH:48][C:43]([C:44]([O:46]C)=[O:45])=[CH:42][CH:41]=2)[CH2:5][CH2:4]1.CO.Cl>C1COCC1>[CH:3]1([C:6]2[CH:7]=[CH:8][CH:9]=[C:10]3[C:15]=2[N:14]=[C:13]([C:16]([N:18]2[CH2:19][CH2:20][C:21]4([CH2:32][C:31](=[O:33])[C:30]5[C:25](=[CH:26][CH:27]=[C:28]([C:34]6[CH:35]=[N:36][N:37]([CH3:39])[CH:38]=6)[CH:29]=5)[O:24]4)[CH2:22][CH2:23]2)=[O:17])[CH:12]=[C:11]3[C:40]2[CH:49]=[CH:48][C:43]([C:44]([OH:46])=[O:45])=[CH:42][CH:41]=2)[CH2:5][CH2:4]1 |f:0.1|. The reactants are Cl (HCl), [OH-].[Na+] (NaOH), C1(CC1)C=1C=CC=C2C(=CC(=NC12)C(=O)N1CCC2(CC1)OC1=CC=C(C=C1C(C2)=O)C=2C=NN(C2)C)C2=CC=C(C(=O)OC)C=C2 (methyl 4-(8-cyclopropyl-2-{[6-(1-methyl-1H-pyrazol-4-yl)-4-oxospiro[chroman-2,4′-piperidin]-1′-yl]carbonyl}quinolin-4-yl)benzoate), CO (MeOH). The yield is 67.8%. Solvent: C1CCOC1 (THF). Reactants: COc1ccc(Cn2cc(-c3nc(Oc4ccccn4)sc3C#N)cn2)cc1, O=C(O)C(F)(F)F. The product is N#Cc1sc(Oc2ccccn2)nc1-c1cn[nH]c1. Reaction SMILES: [CH3:1][O:2][c:3]1[cH:4][cH:5][c:6]([CH2:7][n:8]2[n:9][cH:10][c:11](-[c:13]3[n:14][c:15]([O:20][c:21]4[n:22][cH:23][cH:24][cH:25][cH:26]4)[s:16][c:17]3[C:18]#[N:19])[cH:12]2)[cH:27][cH:28]1.[F:29][C:30]([F:31])([F:32])[C:33]([OH:34])=[O:35]>>[nH:8]1[n:9][cH:10][c:11](-[c:13]2[n:14][c:15]([O:20][c:21]3[n:22][cH:23][cH:24][cH:25][cH:26]3)[s:16][c:17]2[C:18]#[N:19])[cH:12]1. Starting materials: ClCC(=O)O (chloroacetic acid), Cl (hydrochloric acid), [Cl-].[Na+] (sodium chloride), CSCCO (2-methylthioethanol), [H-].[Na+] (sodium hydride). Solvent: O1CCCC1 (tetrahydrofuran), O1CCCC1 (tetrahydrofuran). Reaction conditions: time 30 minute. Product: CSCCOCC(=O)O (2-(2-(Methylthio)ethoxy)acetic acid). Isolated yield 69.5%. RXN SMILES: [CH3:1][S:2][CH2:3][CH2:4][OH:5].[H-].[Na+].Cl[CH2:9][C:10]([OH:12])=[O:11].Cl.[Cl-].[Na+]>O1CCCC1>[CH3:1][S:2][CH2:3][CH2:4][O:5][CH2:9][C:10]([OH:12])=[O:11] |f:1.2,5.6|. Procedure: A solution of 2-methylthioethanol (10.0 g, 0.108 mol) in dry tetrahydrofuran (25 ml) was added dropwise, over 30 min, to a suspension of sodium hydride (9.54 g of a 60% dispersion in mineral oil, 0.238 mol, washed twice with hexane) in dry tetrahydrofuran (250 ml) at 22° C. After 30 min, a solution of chloroacetic acid (10.25 g, 0.108 mol) in dry tetrahydrofuran (20 ml) was added dropwise, over 30 min at 22° C., and the resulting mixture was then heated under reflux for 5 h. The cooled mixture w...